The task is: describe an organic reaction: reactants, conditions, products, and yield. This data is from the Open Reaction Database (ORD), a public repository of structured organic reaction records. Starting materials: BrC1=CC=C(C=C1)C1=C(C(=NO1)C)[C@@H](CSCC1=CC(=CC=C1)C(F)(F)F)O ((S)-1-[5-(4-bromo-phenyl)-3-methyl-isoxazol-4-yl]-2-(3-trifluoromethyl-benzylsulfanyl)-ethanol), C(C)OC(=O)CCC1=CC=C(C=C1)B(O)O ([4-(2-ethoxycarbonylethyl)phenyl]boronic acid). Product: C(C)OC(CCC1=CC=C(C=C1)C1=CC=C(C=C1)C1=C(C(=NO1)C)[C@@H](CSCC1=CC(=CC=C1)C(F)(F)F)O)=O (3-(4′-{4-[(S)-1-Hydroxy-2-(3-trifluoromethyl-benzylsulfanyl)-ethyl]-3-methyl-isoxazol-5-yl}-biphenyl-4-yl)-propionic acid ethyl ester). RXN SMILES: Br[C:2]1[CH:7]=[CH:6][C:5]([C:8]2[O:12][N:11]=[C:10]([CH3:13])[C:9]=2[C@H:14]([OH:28])[CH2:15][S:16][CH2:17][C:18]2[CH:23]=[CH:22][CH:21]=[C:20]([C:24]([F:27])([F:26])[F:25])[CH:19]=2)=[CH:4][CH:3]=1.[CH2:29]([O:31][C:32]([CH2:34][CH2:35][C:36]1[CH:41]=[CH:40][C:39](B(O)O)=[CH:38][CH:37]=1)=[O:33])[CH3:30]>>[CH2:29]([O:31][C:32](=[O:33])[CH2:34][CH2:35][C:36]1[CH:41]=[CH:40][C:39]([C:2]2[CH:7]=[CH:6][C:5]([C:8]3[O:12][N:11]=[C:10]([CH3:13])[C:9]=3[C@H:14]([OH:28])[CH2:15][S:16][CH2:17][C:18]3[CH:23]=[CH:22][CH:21]=[C:20]([C:24]([F:26])([F:27])[F:25])[CH:19]=3)=[CH:4][CH:3]=2)=[CH:38][CH:37]=1)[CH3:30]. Procedure: Prepared according to the procedure described in Example 1, Step 7, using (S)-1-[5-(4-bromo-phenyl)-3-methyl-isoxazol-4-yl]-2-(3-trifluoromethyl-benzylsulfanyl)-ethanol and [4-(2-ethoxycarbonylethyl)phenyl]boronic acid. The product is Cc1ccccc1S(=O)(=O)NC(=O)c1cc(COc2ccc(-c3ccccc3)cc2)c(C)o1. Reaction SMILES: [CH3:24][c:25]1[c:26]([S:31](=[O:32])(=[O:33])[NH2:34])[cH:27][cH:28][cH:29][cH:30]1.[CH3:36][N:37]([CH3:38])[CH2:39][CH2:40][CH2:41][N:42]=[C:43]=[N:44][CH2:45][CH3:46].[CH3:47][N:48]([c:49]1[cH:50][cH:51][n:52][cH:53][cH:54]1)[CH3:55].[CH3:61][C:62]#[N:63].[ClH:35].[O:56]1[CH2:57][CH2:58][CH2:59][CH2:60]1.[c:1]1(-[c:18]2[cH:19][cH:20][cH:21][cH:22][cH:23]2)[cH:2][cH:3][c:4]([O:7][CH2:8][c:9]2[cH:10][c:11]([C:15](=[O:16])[OH:17])[o:12][c:13]2[CH3:14])[cH:5][cH:6]1>>[c:1]1(-[c:18]2[cH:19][cH:20][cH:21][cH:22][cH:23]2)[cH:2][cH:3][c:4]([O:7][CH2:8][c:9]2[cH:10][c:11]([C:15](=[O:16])[NH:34][S:31]([c:26]3[c:25]([CH3:24])[cH:30][cH:29][cH:28][cH:27]3)(=[O:32])=[O:33])[o:12][c:13]2[CH3:14])[cH:5][cH:6]1. The reactants are Cc1ccccc1S(N)(=O)=O, CCN=C=NCCCN(C)C, CN(C)c1ccncc1, CC#N, Cl, C1CCOC1, Cc1oc(C(=O)O)cc1COc1ccc(-c2ccccc2)cc1. The reactants are C(C)C1(C(N(C(N=C1O)=O)CCCCC(=O)OC)=O)C1=CC=CC=C1 (5-Ethyl-6-hydroxy-3-(4-methoxycarbonylbutyl)-5-phenyl-2,4(3H,5H)-pyrimidinedione), O (water). The solvent is O1CCOCC1 (dioxane), Cl (hydrochloric acid). The product is C(=O)(O)CCCCN1C(N=C(C(C1=O)(C1=CC=CC=C1)CC)O)=O (3-(4-Carboxybutyl)-5-ethyl-6-hydroxy-5-phenyl-2,4(3H,5H)pyrimidinedione). RXN SMILES: [CH2:1]([C:3]1([C:20]2[CH:25]=[CH:24][CH:23]=[CH:22][CH:21]=2)[C:8]([OH:9])=[N:7][C:6](=[O:10])[N:5]([CH2:11][CH2:12][CH2:13][CH2:14][C:15]([O:17]C)=[O:16])[C:4]1=[O:19])[CH3:2].O>O1CCOCC1.Cl>[C:15]([CH2:14][CH2:13][CH2:12][CH2:11][N:5]1[C:4](=[O:19])[C:3]([CH2:1][CH3:2])([C:20]2[CH:21]=[CH:22][CH:23]=[CH:24][CH:25]=2)[C:8]([OH:9])=[N:7][C:6]1=[O:10])([OH:17])=[O:16]. Reported procedure: The 5-ethyl-6-hydroxy-3-(4-methoxycarbonylbutyl)-5-phenyl-2,4(3H,5H)-pyrimidinedione ester (54.0 g, 0.156 mole) of step 1 in dioxane (500 mL), concentrated hydrochloric acid (55 mL), and water (55 mL) was heated at reflux for 4 hrs and at room temperature overnight. The dioxane was removed under reduced pressure, and saturated sodium chloride solution (250 mL) and dichloromethane (400 mL) were added to the residue. The organic layer was separated, and the aqueous solution was extracted with dich... Reactants: OCC1(OCCO1)C[C@H]([C@@H](C=C)OCOCCOC)O (2-(Hydroxymethyl)-2-[(2R, 3R)-2-hydroxy-3-[(2-methoxyeth oxy)methoxy]pent-4-enyl]-1,3-dioxolane), N1C=NC=C1 (imidazole), CC(C)(C)[Si](C)(C)Cl (TBSCl), C([O-])(O)=O.[Na+] (sodium bicarbonate). Run in ClCCl (dichloromethane), ClCCl (dichloromethane). Yields the product [Si](C)(C)(C(C)(C)C)OCC1(OCCO1)C[C@H]([C@@H](C=C)OCOCCOC)O (2-[((tert-Butyldimethylsilyl)oxy)methyl]-2-[(2R,3R)-2-hydr oxy-3-[(2-methoxyethoxy)methoxy]pent-4-enyl]-1,3-dioxolane). Isolated yield 97.5%. As a reaction SMILES: [OH:1][CH2:2][C:3]1([CH2:8][C@@H:9]([OH:20])[C@H:10]([O:13][CH2:14][O:15][CH2:16][CH2:17][O:18][CH3:19])[CH:11]=[CH2:12])[O:7][CH2:6][CH2:5][O:4]1.N1C=CN=C1.[CH3:26][C:27]([Si:30](Cl)([CH3:32])[CH3:31])([CH3:29])[CH3:28].C(=O)(O)[O-].[Na+]>ClCCl>[Si:30]([O:1][CH2:2][C:3]1([CH2:8][C@@H:9]([OH:20])[C@H:10]([O:13][CH2:14][O:15][CH2:16][CH2:17][O:18][CH3:19])[CH:11]=[CH2:12])[O:4][CH2:5][CH2:6][O:7]1)([C:27]([CH3:29])([CH3:28])[CH3:26])([CH3:32])[CH3:31] |f:3.4|. Procedure: A solution of Compound 10 (6.55 g, 22.4 mmol) in dichloromethane (40 mL) at zero degrees C was treated with imidazole (3.21 g, 47.2 mmol), and then TBSCl (3.47 g, 23.1 mmol) in dichloromethane (20 mL) and stirred for two hours. The mixture was poured into saturated aqueous sodium bicarbonate solution (100 mL), extracted with dichloromethane (3×50 mL), concentrated, and the residue purified by flash chromatography (ether) to give Compound 10-1 (8.88 g, 98 percent) as a colorless oil; Rf =0.51 (Et...